This data is from the Open Reaction Database (ORD), a public repository of structured organic reaction records. The task is: describe an organic reaction: reactants, conditions, products, and yield Reported procedure: The title compound, MS: m/e=287.4 (M+H+) was prepared in accordance with the general method of example 1b from 2-bromo-3,5-dimethyl-3H-imidazole-4-carboxylic acid ethyl ester and 1-ethynyl-2-fluorobenzene. As a reaction SMILES: [CH2:1]([O:3][C:4]([C:6]1[N:7]([CH3:13])[C:8](Br)=[N:9][C:10]=1[CH3:11])=[O:5])[CH3:2].[C:14]([C:16]1[CH:21]=[CH:20][CH:19]=[CH:18][C:17]=1[F:22])#[CH:15]>>[CH2:1]([O:3][C:4]([C:6]1[N:7]([CH3:13])[C:8]([C:15]#[C:14][C:16]2[CH:21]=[CH:20][CH:19]=[CH:18][C:17]=2[F:22])=[N:9][C:10]=1[CH3:11])=[O:5])[CH3:2]. Yields the product C(C)OC(=O)C=1N(C(=NC1C)C#CC1=C(C=CC=C1)F)C (2-(2-Fluoro-phenylethynyl)-3,5-dimethyl-3H-imidazole-4-carboxylic acid ethyl ester). Reactants: C(C)OC(=O)C=1N(C(=NC1C)Br)C (2-bromo-3,5-dimethyl-3H-imidazole-4-carboxylic acid ethyl ester), C(#C)C1=C(C=CC=C1)F (1-ethynyl-2-fluorobenzene). Starting materials: C(C)(C)(C)OC(N(CC(F)F)CC1=CC(=C(C=C1)Cl)CO)=O ((4-chloro-3-hydroxymethyl-benzyl)-(2,2-difluoro-ethyl)-carbamic acid tert-butyl ester). Reagents/catalysts: O=[Mn]=O (MnO2), O=[Mn]=O (MnO2). The solvent is CC#N (CH3CN). Reaction conditions: time 4 hour. Product: C(C)(C)(C)OC(N(CC(F)F)CC1=CC(=C(C=C1)Cl)C=O)=O ((4-Chloro-3-formyl-benzyl)(2,2-difluoro-ethyl)-carbamic Acid tert-butyl Ester). Yield: 46.1%. RXN SMILES: [C:1]([O:5][C:6](=[O:22])[N:7]([CH2:12][C:13]1[CH:18]=[CH:17][C:16]([Cl:19])=[C:15]([CH2:20][OH:21])[CH:14]=1)[CH2:8][CH:9]([F:11])[F:10])([CH3:4])([CH3:3])[CH3:2]>CC#N.O=[Mn]=O>[C:1]([O:5][C:6](=[O:22])[N:7]([CH2:12][C:13]1[CH:18]=[CH:17][C:16]([Cl:19])=[C:15]([CH:20]=[O:21])[CH:14]=1)[CH2:8][CH:9]([F:11])[F:10])([CH3:4])([CH3:2])[CH3:3]. Reported procedure: MnO2 (3.89 g, 40.2 mmol) was added to a sol. of (4-chloro-3-hydroxymethyl-benzyl)-(2,2-difluoro-ethyl)-carbamic acid tert-butyl ester (2.71 g, 18.2 mmol) in CH3CN (85 mL) at rt. The mixture was stirred at rt for 4 h, and MnO2 (2.71 g, 18.2 mmol) was added again. The mixture was stirred overnight. The mixture was filtered over Celite, and the precipitate was washed with CH3CN and CH2Cl2. The filtrate was evaporated under reduced pressure to yield the crude title compound (2.80 g, quantitative yie...